Task: describe an organic reaction: reactants, conditions, products, and yield. Dataset: the Open Reaction Database (ORD), a public repository of structured organic reaction records The reactants are CCO, ClC(Cl)Cl, [Na+], [OH-], O, Oc1ccc(-c2ccccc2)cc1. Yields the product O=Cc1cc(-c2ccccc2)ccc1O. Reaction SMILES: [CH3:20][CH2:21][OH:22].[CH:16]([Cl:17])([Cl:18])[Cl:19].[Na+:15].[OH-:14].[OH2:23].[c:1]1(-[c:7]2[cH:8][cH:9][c:10]([OH:13])[cH:11][cH:12]2)[cH:2][cH:3][cH:4][cH:5][cH:6]1>>[c:1]1(-[c:7]2[cH:8][c:9]([CH:16]=[O:14])[c:10]([OH:13])[cH:11][cH:12]2)[cH:2][cH:3][cH:4][cH:5][cH:6]1. Reactants: O=S1(N(CCC1)C1=CC(=C(C(=O)O)C=C1)OC)=O (4-(1,1-dioxo-1λ6-isothiazolidin-2-yl)-2-methoxybenzoic acid), Cl.C1(CC1)C=1C=C(C(=NC1)N1CCNCC1)C (1-(5-cyclopropyl-3-methylpyridin-2-yl)piperazine hydrochloride). Product: C1(CC1)C=1C=C(C(=NC1)N1CCN(CC1)C(=O)C1=C(C=C(C=C1)N1S(CCC1)(=O)=O)OC)C ([4-(5-cyclopropyl-3-methylpyridin-2-yl)piperazin-1-yl][4-(1,1-dioxo-1λ6-isothiazolidin-2-yl)-2-methoxyphenyl]methanone). Isolated yield 73.0%. RXN SMILES: [O:1]=[S:2]1(=[O:18])[CH2:6][CH2:5][CH2:4][N:3]1[C:7]1[CH:15]=[CH:14][C:10]([C:11]([OH:13])=O)=[C:9]([O:16][CH3:17])[CH:8]=1.Cl.[CH:20]1([C:23]2[CH:24]=[C:25]([CH3:35])[C:26]([N:29]3[CH2:34][CH2:33][NH:32][CH2:31][CH2:30]3)=[N:27][CH:28]=2)[CH2:22][CH2:21]1>>[CH:20]1([C:23]2[CH:24]=[C:25]([CH3:35])[C:26]([N:29]3[CH2:30][CH2:31][N:32]([C:11]([C:10]4[CH:14]=[CH:15][C:7]([N:3]5[CH2:4][CH2:5][CH2:6][S:2]5(=[O:1])=[O:18])=[CH:8][C:9]=4[O:16][CH3:17])=[O:13])[CH2:33][CH2:34]3)=[N:27][CH:28]=2)[CH2:22][CH2:21]1 |f:1.2|. Procedure: Using 4-(1,1-dioxo-1λ6-isothiazolidin-2-yl)-2-methoxybenzoic acid (271 mg) described in Preparation Example 19 and 1-(5-cyclopropyl-3-methylpyridin-2-yl)piperazine hydrochloride (254 mg) described in Preparation Example 82 and by the reaction and treatment in the same manner as in Example 86, the title compound (343 mg) was obtained. Starting materials: C(=O)=O (dry ice), O (water), Cl (HCl), C(=O)=O (CO2), C1(=CC=CC=C1)C (toluene), FC=1C=C(C=CC1)[C@@H](CC(=O)O)C=C ((3S)-3-(3-Fluorophenyl)pent-4-enoic acid), solution, acid, second solution, acid, C(=O)=O (dry ice). Run in C(Cl)Cl (methylene chloride). Conditions: temperature 2.5 celsius, time 30 minute. Yields the product FC=1C=C(C=CC1)[C@@H](CC(CC(=O)OC)=O)C=C (Methyl (5S)-5-(3-fluorophenyl)-3-oxohept-6-enoate). The yield is 95.0%. Reaction SMILES: [C:1]1([CH3:7])C=CC=CC=1.[F:8][C:9]1[CH:10]=[C:11]([C@H:15]([CH:20]=[CH2:21])[CH2:16][C:17]([OH:19])=O)[CH:12]=[CH:13][CH:14]=1.[C:22](=O)=[O:23].Cl.[OH2:26]>C(Cl)Cl>[F:8][C:9]1[CH:10]=[C:11]([C@H:15]([CH:20]=[CH2:21])[CH2:16][C:17](=[O:19])[CH2:7][C:1]([O:23][CH3:22])=[O:26])[CH:12]=[CH:13][CH:14]=1. Procedure details: The toluene solution of (3S)-3-(3-fluorophenyl)pent-4-enoic acid from Step E (11,230 g of a solution containing 1158 g of acid and 1043 g of a second solution containing 102 g of acid) was concentrated to an oil using a Buchi rotary evaporator. The oil was dissolved in methylene chloride (0.5 L). The KF was 36 μg/mL. A 50 L, 4-necked round bottom flask, equipped with mechanical stirrer, thermocouple, reflux condenser with nitrogen inlet, addition funnel, and steam pot, was charged sequentially w...